This data is from the Open Reaction Database (ORD), a public repository of structured organic reaction records. The task is: describe an organic reaction: reactants, conditions, products, and yield Starting materials: CCOC(C)=O, [H][H], C=C1CCC2C3CCc4cc(O)c(C=O)cc4C3CCC12C. Yields the product CC1CCC2C3CCc4cc(O)c(C=O)cc4C3CCC12C. RXN SMILES: [CH3:25][CH2:26][O:27][C:28]([CH3:29])=[O:30].[H:23][H:24].[OH:1][c:2]1[cH:3][c:4]2[c:17]([cH:18][c:19]1[CH:20]=[O:21])[CH:16]1[CH:7]([CH2:6][CH2:5]2)[CH:8]2[CH2:9][CH2:10][C:11](=[CH2:22])[C:12]2([CH3:13])[CH2:14][CH2:15]1>>[OH:1][c:2]1[cH:3][c:4]2[c:17]([cH:18][c:19]1[CH:20]=[O:21])[CH:16]1[CH:7]([CH2:6][CH2:5]2)[CH:8]2[CH2:9][CH2:10][CH:11]([CH3:22])[C:12]2([CH3:13])[CH2:14][CH2:15]1.